Task: describe an organic reaction: reactants, conditions, products, and yield. Dataset: the Open Reaction Database (ORD), a public repository of structured organic reaction records Starting materials: O=C1CCC(=O)N1Br, ClCCl, CS(=O)(=O)c1ccc(C(=CC2CCCC2)C(=O)O)cc1Cl, Nc1nccs1, O, c1ccc(P(c2ccccc2)c2ccccc2)cc1, c1ccncc1. Product: CS(=O)(=O)c1ccc(C(=CC2CCCC2)C(=O)Nc2nccs2)cc1Cl. RXN SMILES: [Br:20][N:21]1[C:22](=[O:23])[CH2:24][CH2:25][C:26]1=[O:27].[CH2:61]([Cl:62])[Cl:63].[Cl:28][c:29]1[cH:30][c:31]([C:39]([C:40](=[O:41])[OH:42])=[CH:43][CH:44]2[CH2:45][CH2:46][CH2:47][CH2:48]2)[cH:32][cH:33][c:34]1[S:35](=[O:36])(=[O:37])[CH3:38].[NH2:49][c:50]1[s:51][cH:52][cH:53][n:54]1.[OH2:64].[c:1]1([P:2]([c:3]2[cH:4][cH:5][cH:6][cH:7][cH:8]2)[c:9]2[cH:10][cH:11][cH:12][cH:13][cH:14]2)[cH:15][cH:16][cH:17][cH:18][cH:19]1.[cH:55]1[cH:56][cH:57][n:58][cH:59][cH:60]1>>[Cl:28][c:29]1[cH:30][c:31]([C:39]([C:40](=[O:42])[NH:49][c:50]2[s:51][cH:52][cH:53][n:54]2)=[CH:43][CH:44]2[CH2:45][CH2:46][CH2:47][CH2:48]2)[cH:32][cH:33][c:34]1[S:35](=[O:36])(=[O:37])[CH3:38]. Reactants: [N+](=O)([O-])C1=CC=C(C=C1)/C=C/C=1N=CN(C1)C(C1=CC=CC=C1)(C1=CC=CC=C1)C1=CC=CC=C1 (4-[2-(4-nitro-phenyl)-(E)-ethenyl]-1-triphenylmethyl-1-H-imidazole), C(Cl)Cl.CO (CH2Cl2 MeOH). Run in Cl (hydrochloric acid). The product is [N+](=O)([O-])C1=CC=C(C=C1)/C=C/C=1N=CNC1 (4-[2-(4-nitro-phenyl)-(E)-ethenyl]-1-H-imidazole). Reaction SMILES: [N+:1]([C:4]1[CH:9]=[CH:8][C:7](/[CH:10]=[CH:11]/[C:12]2[N:13]=[CH:14][N:15](C(C3C=CC=CC=3)(C3C=CC=CC=3)C3C=CC=CC=3)[CH:16]=2)=[CH:6][CH:5]=1)([O-:3])=[O:2].C(Cl)Cl.CO>Cl>[N+:1]([C:4]1[CH:9]=[CH:8][C:7](/[CH:10]=[CH:11]/[C:12]2[N:13]=[CH:14][NH:15][CH:16]=2)=[CH:6][CH:5]=1)([O-:3])=[O:2] |f:1.2|. Procedure details: Prepared by refluxing the 4-[2-(4-nitro-phenyl)-(E)-ethenyl]-1-triphenylmethyl-1-H-imidazole (melting point: 280-285° C.) obtained in Example 9.9 (a) in 1N hydrochloric acid (4 hours) and column chromatography on silica gel with CH2Cl2 /MeOH (10:1) as eluant. The reactants are C(C=1C(N)=CC=CC1)(=O)OC (methyl anthranilate), ClC(S(=O)(=O)OCC(F)(F)F)(Cl)Cl (trifluoroethyl trichloromethanesulphonate). Run in C1(=CC(=CC=C1)C)C (m-xylene). Yields the product FC(CNC1=C(C(=O)OC)C=CC=C1)(F)F (methyl 2-[N-(2,2,2-trifluoroethyl)]aminobenzoate). Reaction SMILES: [C:1]([O:10][CH3:11])(=[O:9])[C:2]1[C:3](=[CH:5][CH:6]=[CH:7][CH:8]=1)[NH2:4].ClC(Cl)(Cl)S(O[CH2:18][C:19]([F:22])([F:21])[F:20])(=O)=O>C1(C)C=CC=C(C)C=1>[F:20][C:19]([F:22])([F:21])[CH2:18][NH:4][C:3]1[CH:5]=[CH:6][CH:7]=[CH:8][C:2]=1[C:1]([O:10][CH3:11])=[O:9]. Procedure: A solution of methyl anthranilate (98.3 g) and trifluoroethyl trichloromethanesulphonate (91.5 g) in m-xylene (200 ml) was heated at reflux for 3 h under nitrogen. The reaction mixture was allowed to cool overnight, then filtered from a white solid, washing well with diethyl ether. The combined filtrates were evaporated in vacuo and the residual oil purified by flash chromatography (silica gel, 10% diethyl ether/hexane) to give methyl 2-[N-(2,2,2-trifluoroethyl)]aminobenzoate, contaminated with ... Starting materials: CCOC(=O)CC#N, CCc1c[nH]c(C=O)c1CC, CCNCC, CCO. Product: CCOC(=O)C(C#N)=Cc1[nH]cc(CC)c1CC. Reaction SMILES: [C:12](#[N:13])[CH2:14][C:15](=[O:16])[O:17][CH2:18][CH3:19].[CH2:1]([CH3:2])[c:3]1[c:4]([CH:10]=[O:11])[nH:5][cH:6][c:7]1[CH2:8][CH3:9].[CH2:20]([NH:21][CH2:22][CH3:23])[CH3:24].[CH3:25][CH2:26][OH:27]>>[CH2:1]([CH3:2])[c:3]1[c:4]([CH:10]=[C:14]([C:12]#[N:13])[C:15](=[O:16])[O:17][CH2:18][CH3:19])[nH:5][cH:6][c:7]1[CH2:8][CH3:9]. Reagents/catalysts: [Pd] (palladium). Solvent: CCO.O1CCOCC1 (EtOH dioxane). Product: N1C(=NC2=C1C=CC=C2)C(=O)C2=CC=C(OC=1C(=NC=CN1)C1CC(N(CC1)C)=O)C=C2 (4-(3-(4-(1H-benzo[d]imidazole-2-carbonyl)phenoxy)pyrazin-2-yl)-1-methylpiperidin-2-one). Starting materials: N1C(=NC2=C1C=CC=C2)C(=O)C2=CC=C(OC=1C(=NC=CN1)C1=CC(N(CC1)C)=O)C=C2 (4-(3-(4-(1H-benzo[d]imidazole-2-carbonyl)phenoxy)pyrazin-2-yl)-1-methyl-5,6-dihydropyridin-2(1H)-one). Procedure details: A solution of 4-(3-(4-(1H-benzo[d]imidazole-2-carbonyl)phenoxy)pyrazin-2-yl)-1-methyl-5,6-dihydropyridin-2(1H)-one (0.0687 g, 0.161 mmol) (Step 7, Example 252) in 1:1 EtOH-dioxane (8 mL) was added palladium, 10% wt. on activated carbon (0.007 g, 6.58 μmol) and hydrogenated (double-walled balloon pressure) at room temperature for 24 h. The reaction mixture was filtered via a pad of Celite, and the filtrate was concentrated in vacuo and purified via flash column chromatography (20% to 80% Teac (10... Isolated yield 38.1%. RXN SMILES: [NH:1]1[C:5]2[CH:6]=[CH:7][CH:8]=[CH:9][C:4]=2[N:3]=[C:2]1[C:10]([C:12]1[CH:32]=[CH:31][C:15]([O:16][C:17]2[C:18]([C:23]3[CH2:28][CH2:27][N:26]([CH3:29])[C:25](=[O:30])[CH:24]=3)=[N:19][CH:20]=[CH:21][N:22]=2)=[CH:14][CH:13]=1)=[O:11]>[Pd].CCO.O1CCOCC1>[NH:1]1[C:5]2[CH:6]=[CH:7][CH:8]=[CH:9][C:4]=2[N:3]=[C:2]1[C:10]([C:12]1[CH:13]=[CH:14][C:15]([O:16][C:17]2[C:18]([CH:23]3[CH2:28][CH2:27][N:26]([CH3:29])[C:25](=[O:30])[CH2:24]3)=[N:19][CH:20]=[CH:21][N:22]=2)=[CH:31][CH:32]=1)=[O:11] |f:2.3|.